From a dataset of the Open Reaction Database (ORD), a public repository of structured organic reaction records. describe an organic reaction: reactants, conditions, products, and yield The reactants are CI (methyl iodide), CC=1C(=C2C=CN(C2=C(C1)C)S(=O)(=O)C1=CC=C(C)C=C1)C(C1=NC2=C(N1COCC[Si](C)(C)C)C=CC(=C2)C#N)O ((±)-2-((5,7-dimethyl-1-tosyl-1H-indol-4-yl)(hydroxy)methyl)-1-((2-(trimethylsilyl)ethoxy)methyl)-1H-benzo[d]imidazole-5-carbonitrile), CC=1C(=C2C=CN(C2=C(C1)C)S(=O)(=O)C1=CC=C(C)C=C1)C(C1=NC2=C(N1COCC[Si](C)(C)C)C=C(C=C2)C#N)O ((±)-2-((5,7-dimethyl-1-tosyl-1H-indol-4-yl)(hydroxy)methyl)-1-((2-(trimethylsilyl)ethoxy)methyl)-1H-benzo[d]imidazole-6-carbonitrile), BrCC(=O)OC (methyl 2-bromoacetate). Yields the product C(#N)C1=CC2=C(NC(=N2)C(OCC(=O)O)C2=C3C=CNC3=C(C=C2C)C)C=C1 ((±)-2-((5-cyano-1H-benzo[d]imidazol-2-yl)(5,7-dimethyl-1H-indol-4-yl)methoxy)acetic acid). Reaction SMILES: [CH3:1][C:2]1[C:3]([CH:22]([OH:42])[C:23]2[N:27](COCC[Si](C)(C)C)[C:26]3[CH:36]=[CH:37][C:38]([C:40]#[N:41])=[CH:39][C:25]=3[N:24]=2)=[C:4]2[C:8](=[C:9]([CH3:11])[CH:10]=1)[N:7](S(C1C=CC(C)=CC=1)(=O)=O)[CH:6]=[CH:5]2.CC1C(C(O)C2N(COCC[Si](C)(C)C)C3C=C(C#N)C=CC=3N=2)=C2C(=C(C)C=1)N(S(C1C=CC(C)=CC=1)(=O)=O)C=C2.Br[CH2:86][C:87]([O:89]C)=[O:88].CI>>[C:40]([C:38]1[CH:37]=[CH:36][C:26]2[NH:27][C:23]([CH:22]([C:3]3[C:2]([CH3:1])=[CH:10][C:9]([CH3:11])=[C:8]4[C:4]=3[CH:5]=[CH:6][NH:7]4)[O:42][CH2:86][C:87]([OH:89])=[O:88])=[N:24][C:25]=2[CH:39]=1)#[N:41]. Reported procedure: The title compound was synthesized from a mixture of (±)-2-((5,7-dimethyl-1-tosyl-1H-indol-4-yl)(hydroxy)methyl)-1-((2-(trimethylsilyl)ethoxy)methyl)-1H-benzo[d]imidazole-5-carbonitrile and (±)-2-((5,7-dimethyl-1-tosyl-1H-indol-4-yl)(hydroxy)methyl)-1-((2-(trimethylsilyl)ethoxy)methyl)-1H-benzo[d]imidazole-6-carbonitrile (Example 64-A) as described in Example 68 using methyl 2-bromoacetate as electrophile instead of methyl iodide. 1H NMR (TFA salt, 400 MHz, DMSO-d6) δ ppm 11.00 (br.s, 1H) 7.97 (... RXN SMILES: [CH3:23][O:24][c:25]1[n:26][cH:27][c:28]([B:33]([OH:34])[OH:35])[c:29]([O:31][CH3:32])[n:30]1.[CH3:42][C:43]#[N:44].[Cl:1][c:2]1[cH:3][cH:4][c:5]([C:7](=[O:8])[NH:9][CH2:10][c:11]2[n:12][n:13][n:14](-[c:16]3[cH:17][cH:18][c:19]([I:22])[cH:20][cH:21]3)[cH:15]2)[s:6]1.[K+:36].[K+:37].[O-:38][C:39]([O-:40])=[O:41].[OH2:45].[Pd:46]([Cl:47])[Cl:48].[c:49]1([P:50]([c:51]2[cH:52][cH:53][cH:54][cH:55][cH:56]2)[c:57]2[cH:58][cH:59][cH:60][cH:61][cH:62]2)[cH:63][cH:64][cH:65][cH:66][cH:67]1.[c:68]1([P:69]([c:70]2[cH:71][cH:72][cH:73][cH:74][cH:75]2)[c:76]2[cH:77][cH:78][cH:79][cH:80][cH:81]2)[cH:82][cH:83][cH:84][cH:85][cH:86]1>>[Cl:1][c:2]1[cH:3][cH:4][c:5]([C:7](=[O:8])[NH:9][CH2:10][c:11]2[n:12][n:13][n:14](-[c:16]3[cH:17][cH:18][c:19](-[c:28]4[cH:27][n:26][c:25]([O:24][CH3:23])[n:30][c:29]4[O:31][CH3:32])[cH:20][cH:21]3)[cH:15]2)[s:6]1. Yields the product COc1ncc(-c2ccc(-n3cc(CNC(=O)c4ccc(Cl)s4)nn3)cc2)c(OC)n1. Reactants: COc1ncc(B(O)O)c(OC)n1, CC#N, O=C(NCc1cn(-c2ccc(I)cc2)nn1)c1ccc(Cl)s1, [K+], [K+], O=C([O-])[O-], O, Cl[Pd]Cl, c1ccc(P(c2ccccc2)c2ccccc2)cc1, c1ccc(P(c2ccccc2)c2ccccc2)cc1. Starting materials: Cc1ccccc1, CO, COc1cccc2ccn(CC3CCCCC3)c12, O=C(Cl)CCl, O, c1ccncc1. Product: COc1cccc2c(C(=O)CCl)cn(CC3CCCCC3)c12. Reaction SMILES: [CH3:31][c:32]1[cH:33][cH:34][cH:35][cH:36][cH:37]1.[CH3:38][OH:39].[CH:12]1([CH2:18][n:19]2[cH:20][cH:21][c:22]3[cH:23][cH:24][cH:25][c:26]([O:28][CH3:29])[c:27]23)[CH2:13][CH2:14][CH2:15][CH2:16][CH2:17]1.[Cl:1][CH2:2][C:3](=[O:4])[Cl:5].[OH2:30].[cH:6]1[cH:7][cH:8][n:9][cH:10][cH:11]1>>[Cl:1][CH2:2][C:3](=[O:4])[c:21]1[cH:20][n:19]([CH2:18][CH:12]2[CH2:13][CH2:14][CH2:15][CH2:16][CH2:17]2)[c:27]2[c:22]1[cH:23][cH:24][cH:25][c:26]2[O:28][CH3:29]. Reactants: [OH-].[K+].CO (KOH methanol), O (water), C[C@H](CCC=C(C)C)[C@H]1CC[C@@]2([C@@]1(CCC3=C2CC[C@@H]4[C@@]3(CC[C@@H](C4(C)C)O)C)C)C (lanosterol). Run in CCCCCC.CCOCC (hexane ether), CCCCCC.CCOCC (hexane ether). Yields the product CC(=CCC/C(=C/CC/C(=C/CC/C=C(\C)/CC/C=C(\C)/CCC1C(O1)(C)C)/C)/C)C.C[C@H](CCC=C(C)C)[C@H]1CC[C@@]2([C@@]1(CCC3=C2CC[C@@H]4[C@@]3(CC[C@@H](C4(C)C)O)C)C)C (2,3-oxidosqualene lanosterol). As a reaction SMILES: [OH-:1].[K+].CO.O.[CH3:6][C@@H:7]([C@@H:14]1[C@@:18]2([CH3:35])[CH2:19][CH2:20][C:21]3[C@@:26]4([CH3:34])[CH2:27][CH2:28][C@H:29]([OH:33])[C:30]([CH3:32])([CH3:31])[C@@H:25]4[CH2:24][CH2:23][C:22]=3[C@:17]2([CH3:36])[CH2:16][CH2:15]1)[CH2:8][CH2:9][CH:10]=[C:11]([CH3:13])[CH3:12]>CCCCCC.CCOCC>[CH3:13][C:11]([CH3:12])=[CH:10][CH2:9][CH2:8]/[C:7](/[CH3:6])=[CH:14]/[CH2:15][CH2:12]/[C:11](/[CH3:13])=[CH:10]/[CH2:9][CH2:8]/[CH:7]=[C:14](/[CH2:18][CH2:35]/[CH:16]=[C:17](/[CH2:18][CH2:19][CH:20]1[O:1][C:21]1([CH3:22])[CH3:26])\[CH3:36])\[CH3:15].[CH3:6][C@@H:7]([C@@H:14]1[C@@:18]2([CH3:35])[CH2:19][CH2:20][C:21]3[C@@:26]4([CH3:34])[CH2:27][CH2:28][C@H:29]([OH:33])[C:30]([CH3:32])([CH3:31])[C@@H:25]4[CH2:24][CH2:23][C:22]=3[C@:17]2([CH3:36])[CH2:16][CH2:15]1)[CH2:8][CH2:9][CH:10]=[C:11]([CH3:12])[CH3:13] |f:0.1.2,5.6,7.8|. Reported procedure: After 1 hour at 37° C. the reaction was stopped by the addition of 0.6 ml of 10% KOH-methanol, 0.7 ml of water and 0.1 ml of hexane:ether (1:1, v/v) which contained 25 μg of non-radioactive MOS and 25 μg of lanosterol as carriers. After shaking, 1 ml of hexane:ether (1:1, v/v) was added to each test tube, these were again shaken and then centrifuged. The upper phase was transferred into a glass test tube, the lower phase was again extracted with hexane:ether and combined with the first extract. ... The reactants are NC1=C(OC2=C1C=C(C=C2)Cl)C(C2=C(C=CC=C2)OCC2=CC=CC=C2)=O (3-Amino-5-chloro-2-(2-benzyloxybenzoyl)-benzofuran). The reagents and catalysts are [Pd] (palladium on charcoal). Run in C(C)(=O)OCC (ethyl acetate). The product is NC1=C(OC2=C1C=C(C=C2)Cl)C(C2=C(C=CC=C2)O)=O (3-Amino-5-chloro-2-(2-hydroxybenzoyl)-benzofuran). RXN SMILES: [NH2:1][C:2]1[C:6]2[CH:7]=[C:8]([Cl:11])[CH:9]=[CH:10][C:5]=2[O:4][C:3]=1[C:12](=[O:27])[C:13]1[CH:18]=[CH:17][CH:16]=[CH:15][C:14]=1[O:19]CC1C=CC=CC=1>C(OCC)(=O)C.[Pd]>[NH2:1][C:2]1[C:6]2[CH:7]=[C:8]([Cl:11])[CH:9]=[CH:10][C:5]=2[O:4][C:3]=1[C:12](=[O:27])[C:13]1[CH:18]=[CH:17][CH:16]=[CH:15][C:14]=1[OH:19]. Procedure: 3-Amino-5-chloro-2-(2-benzyloxybenzoyl)-benzofuran (Example 1, 0.5 g, 1.3 mmol) in ethyl acetate (15 ml) is stirred at room temperature under an atmosphere of hydrogen in the presence of palladium on charcoal (0.025 g). After 3 h the mixture is filtered over Celite® and evaporated to dryness. Purification of the residue by chromatography yields the title compound, having a m.p. of 208-210° C. The reactants are [N+](=O)([O-])C1=C(C=C(C=C1)C=1SC=CC1)NC(C1=CC=C(C=C1)C1=NN=NN1)=O (N-(2-Nitro-5-(thiophen-2-yl)phenyl)-4-(1H-tetrazol-5-yl)benzamide), CO (methanol), C(C)(=O)OCC (ethyl acetate). Yields the product NC1=C(C=C(C=C1)C=1SC(=CC1)C)NC(C1=CC=C(C=C1)OC)=O (N-(2-amino-5-(5-methylthiophen-2-yl)phenyl)-4-methoxybenzamide). Isolated yield 26.0%. As a reaction SMILES: [N+:1]([C:4]1[CH:9]=[CH:8][C:7]([C:10]2[S:11][CH:12]=[CH:13][CH:14]=2)=[CH:6][C:5]=1[NH:15][C:16](=[O:28])[C:17]1[CH:22]=[CH:21][C:20](C2NN=NN=2)=[CH:19][CH:18]=1)([O-])=O.[CH3:29]O.[C:31](OCC)(=[O:33])C>>[NH2:1][C:4]1[CH:9]=[CH:8][C:7]([C:10]2[S:11][C:12]([CH3:29])=[CH:13][CH:14]=2)=[CH:6][C:5]=1[NH:15][C:16](=[O:28])[C:17]1[CH:18]=[CH:19][C:20]([O:33][CH3:31])=[CH:21][CH:22]=1. Procedure: Following the same procedure as described in Example 48, step 3 (scheme 36) but substituting compound 171 for compound 94dd and using ethyl acetate as a solvent instead of methanol, the title compound 302 was obtained in 26% yield. 1H NMR: (400.2 MHz, DMSO) δ (ppm): 9.60 (s, 1H), 7.96 (d, J=8.0, Hz, 2H); 7.36 (d, J=2.1 Hz, 1H); 7.20 (dd, J=2.1, 8.3 Hz, 1H); 7.03 (d, J=8.0, Hz, 2H); 7.00 (d, J=3.5 Hz, 1H); 6.78 (d, J=8.3 Hz, 1H), 6.70 (dd, J=1.1, 3.5 Hz, 1H); 3.83 (s, 3H); 2.42 (d, J=1.1 Hz, 3H).... Starting materials: Cc1cnc(C)c(-c2ccc(Br)c3nccnc23)c1, CN1CCCC1=O, N#C[Cu], NCCN. Yields the product Cc1cnc(C)c(-c2ccc(C#N)c3nccnc23)c1. RXN SMILES: [Br:1][c:2]1[c:3]2[n:4][cH:5][cH:6][n:7][c:8]2[c:9](-[c:12]2[c:13]([CH3:19])[n:14][cH:15][c:16]([CH3:18])[cH:17]2)[cH:10][cH:11]1.[CH3:23][N:24]1[CH2:25][CH2:26][CH2:27][C:28]1=[O:29].[Cu:20][C:21]#[N:22].[NH2:30][CH2:31][CH2:32][NH2:33]>>[c:2]1([C:21]#[N:22])[c:3]2[n:4][cH:5][cH:6][n:7][c:8]2[c:9](-[c:12]2[c:13]([CH3:19])[n:14][cH:15][c:16]([CH3:18])[cH:17]2)[cH:10][cH:11]1. Reactants: CN1CCCC1=O, CCN(C(C)C)C(C)C, CS(=O)c1nc2ccc(Oc3ccnc(Cl)c3)cc2s1, CC(C)(C)OC(=O)N1CCCC(N)C1. Product: CC(C)(C)OC(=O)N1CCCC(Nc2nc3ccc(Oc4ccnc(Cl)c4)cc3s2)C1. Reaction SMILES: [CH3:44][N:45]1[CH2:46][CH2:47][CH2:48][C:49]1=[O:50].[CH:35]([N:36]([CH2:37][CH3:38])[CH:39]([CH3:40])[CH3:41])([CH3:42])[CH3:43].[Cl:1][c:2]1[n:3][cH:4][cH:5][c:6]([O:8][c:9]2[cH:10][c:11]3[c:12]([n:13][c:14]([S:16]([CH3:17])=[O:18])[s:15]3)[cH:19][cH:20]2)[cH:7]1.[NH2:21][CH:22]1[CH2:23][N:24]([C:28](=[O:29])[O:30][C:31]([CH3:32])([CH3:33])[CH3:34])[CH2:25][CH2:26][CH2:27]1>>[Cl:1][c:2]1[n:3][cH:4][cH:5][c:6]([O:8][c:9]2[cH:10][c:11]3[c:12]([n:13][c:14]([NH:21][CH:22]4[CH2:23][N:24]([C:28](=[O:29])[O:30][C:31]([CH3:32])([CH3:33])[CH3:34])[CH2:25][CH2:26][CH2:27]4)[s:15]3)[cH:19][cH:20]2)[cH:7]1. Reactants: C1CCOC1, FC(F)Cl, Cc1nn(-c2ccc(Cl)c3c2CC(C)O3)c(=O)[nH]1. The product is Cc1nn(-c2ccc(Cl)c3c2CC(C)O3)c(=O)n1C(F)F. RXN SMILES: [CH2:23]1[O:24][CH2:25][CH2:26][CH2:27]1.[Cl:1][CH:2]([F:3])[F:4].[Cl:5][c:6]1[cH:7][cH:8][c:9](-[n:16]2[n:17][c:18]([CH3:22])[nH:19][c:20]2=[O:21])[c:10]2[c:14]1[O:13][CH:12]([CH3:15])[CH2:11]2>>[CH:2]([F:3])([F:4])[n:19]1[c:18]([CH3:22])[n:17][n:16](-[c:9]2[cH:8][cH:7][c:6]([Cl:5])[c:14]3[c:10]2[CH2:11][CH:12]([CH3:15])[O:13]3)[c:20]1=[O:21]. Reactants: S([O-])(O)(=O)=O.[Na+] (sodium bisulfate), S([O-])(O)(=O)=O.[NH4+] (ammonium bisulfate). Run in [Cl-].[Na+].O (brine). The product is S(=O)([O-])[O-].[NH4+].[NH4+] (ammonium sulfite), S([O-])(O)=O.[NH4+] (ammonium bisulfite), S(=O)=O (sulfur dioxide). RXN SMILES: [S:1](=O)(=[O:4])([OH:3])[O-:2].[NH4+:6].[S:7](=O)(=[O:10])([OH:9])[O-:8].[Na+]>[Cl-].[Na+].O>[S:1]([O-:4])([O-:3])=[O:2].[NH4+:6].[NH4+:6].[S:7](=[O:8])([OH:10])[O-:9].[NH4+:6].[S:1](=[O:3])=[O:2] |f:0.1,2.3,4.5.6,7.8.9,10.11|. Procedure: contacting the brine with ammonium bisulfate, sodium bisulfate and at least one of ammonium sulfite and ammonium bisulfite to produce gaseous sulfur dioxide and an enriched solution of sodium sulfate and ammonium sulfate, and separating said gaseous sulfur dioxide from said enriched solution,